This data is from the Open Reaction Database (ORD), a public repository of structured organic reaction records. The task is: describe an organic reaction: reactants, conditions, products, and yield The reactants are S1C(=NC=C1)C(C(=O)OCC)C (Ethyl 2-(1,3-thiazol-2-yl)propanoate), [OH-].[Na+] (sodium hydroxide). Solvent: CO (methanol). Run at time 8 hour. Yields the product S1C(=NC=C1)C(C(=O)O)C (2-(1,3-Thiazol-2-yl)propanoic acid). Yield: 72.1%. As a reaction SMILES: [S:1]1[CH:5]=[CH:4][N:3]=[C:2]1[CH:6]([CH3:12])[C:7]([O:9]CC)=[O:8].[OH-].[Na+]>CO>[S:1]1[CH:5]=[CH:4][N:3]=[C:2]1[CH:6]([CH3:12])[C:7]([OH:9])=[O:8] |f:1.2|. Procedure: To a solution of 0.26 g (1.5 mmol) of ethyl 2-(1,3-thiazol-2-yl)propanoate from step A above in 15 mL of methanol was added 3.0 mL (15 mmol) of an aqueous 5.0 M sodium hydroxide solution. The resulting mixture was stirred at ambient temperature overnight. The reaction mixture was evaporated in vacuo to remove the methanol and the aqueous phase was acidified with a 2 N hydrochloric acid solution until a pH of 4 was achieved. The aqueous solution was purified by reverse phase HPLC (TMC Pro-Pac C18... Starting materials: C(C1=CC=CC=C1)(=O)NC(C(=O)OC)CC=1C=C2C(CC(NC2=CC1)C1=C(C=CC=C1Cl)Cl)SC1=CC=CC=C1 (Methyl 2-(benzoylamino)-3-[2-(2,6-dichlorophenyl)-4-(phenylsulfanyl)-1,2,3,4-tetrahydro-6-quinolinyl]propanoate), ClC1=C(CNC(C(=O)OC)CC=2C=C3C(CC(NC3=CC2)C2=C(C=CC=C2Cl)Cl)SC2=CC=CC=C2)C(=CC=C1)Cl (methyl 2-[(2,6-dichlorobenzyl)amino]-3-[2-(2,6-dichlorophenyl)-4-(phenylsulfanyl)-1,2,3,4-tetrahydro-6-quinolinyl]propanoate), ClC1=C(C(=O)NC(C(=O)OC)CC=2C=C3C(CC(NC3=CC2)C2=C(C=CC=C2OC)OC)SC2=CC=CC=C2)C(=CC=C1)Cl (methyl 2-[(2,6-dichlorobenzoyl)amino]-3-[2-(2,6-dimethoxyphenyl)-4-(phenylsulfanyl)-1,2,3,4-tetrahydro-6-quinolinyl]propanoate), ClC1=C(C(=O)NC(C(=O)OC)CC=2C=C3C(CC(NC3=CC2)C=2SC=CN2)SC2=CC=CC=C2)C(=CC=C1)Cl (methyl 2-[(2,6-dichlorobenzoyl)amino]-3-[4-(phenylsulfanyl)-2-(1,3-thiazol-2-yl)-1,2,3,4-tetrahydro-6-quinolinyl]propanoate), ClC1=C(C(=O)NC(C(=O)OC)CC=2C=C3C(CC(NC3=CC2)C2=C(C=NC=C2Cl)Cl)SC2=CC=CC=C2)C(=CC=C1)Cl (methyl 2-[(2,6-dichlorobenzoyl)amino]-3-[2-(3,5-dichloro-4-pyridinyl)-4-(phenylsulfanyl)-1,2,3,4-tetrahydro-6-quinolinyl]propanoate), ClC1=C(C(=O)NC(C(=O)OC)CC=2C=C3C(CC(NC3=CC2)C2=CC=NC=C2)SC2=CC=CC=C2)C(=CC=C1)Cl (methyl 2-[(2,6-dichlorobenzoyl)amino]-3-[4-(phenylsulfanyl)-2-(4-pyridinyl)-1,2,3,4-tetrahydro-6-quinolinyl]propanoate). Yields the product ClC1=C(C(=O)NC(C(=O)OC)CC=2C=C3C(CC(NC3=CC2)C2=C(C=CC=C2Cl)Cl)SC2=CC=CC=C2)C(=CC=C1)Cl (methyl 2-[(2,6-dichlorobenzoyl)amino]-3-[2-(2,6-dichlorophenyl)-4-(phenylsulfanyl)-1,2,3,4-tetrahydro-6-quinolinyl]propanoate). RXN SMILES: C(NC(CC1C=C2C(=CC=1)NC(C1C(Cl)=CC=CC=1Cl)CC2SC1C=CC=CC=1)C(OC)=O)(=[O:8])C1C=CC=CC=1.[Cl:41][C:42]1[CH:80]=[CH:79][CH:78]=[C:77]([Cl:81])[C:43]=1[CH2:44][NH:45][CH:46]([CH2:51][C:52]1[CH:53]=[C:54]2[C:59](=[CH:60][CH:61]=1)[NH:58][CH:57]([C:62]1[C:67]([Cl:68])=[CH:66][CH:65]=[CH:64][C:63]=1[Cl:69])[CH2:56][CH:55]2[S:70][C:71]1[CH:76]=[CH:75][CH:74]=[CH:73][CH:72]=1)[C:47]([O:49][CH3:50])=[O:48].ClC1C=CC=C(Cl)C=1C(NC(CC1C=C2C(=CC=1)NC(C1C(OC)=CC=CC=1OC)CC2SC1C=CC=CC=1)C(OC)=O)=O.ClC1C=CC=C(Cl)C=1C(NC(CC1C=C2C(=CC=1)NC(C1SC=CN=1)CC2SC1C=CC=CC=1)C(OC)=O)=O.ClC1C=CC=C(Cl)C=1C(NC(CC1C=C2C(=CC=1)NC(C1C(Cl)=CN=CC=1Cl)CC2SC1C=CC=CC=1)C(OC)=O)=O.ClC1C=CC=C(Cl)C=1C(NC(CC1C=C2C(=CC=1)NC(C1C=CN=CC=1)CC2SC1C=CC=CC=1)C(OC)=O)=O>>[Cl:81][C:77]1[CH:78]=[CH:79][CH:80]=[C:42]([Cl:41])[C:43]=1[C:44]([NH:45][CH:46]([CH2:51][C:52]1[CH:53]=[C:54]2[C:59](=[CH:60][CH:61]=1)[NH:58][CH:57]([C:62]1[C:63]([Cl:69])=[CH:64][CH:65]=[CH:66][C:67]=1[Cl:68])[CH2:56][CH:55]2[S:70][C:71]1[CH:76]=[CH:75][CH:74]=[CH:73][CH:72]=1)[C:47]([O:49][CH3:50])=[O:48])=[O:8]. Procedure details: Methyl 2-(benzoylamino)-3-[2-(2,6-dichlorophenyl)-4-(phenylsulfanyl)-1,2,3,4-tetrahydro-6-quinolinyl]propanoate 9a, methyl 2-[(2,6-dichlorobenzyl)amino]-3-[2-(2,6-dichlorophenyl)-4-(phenylsulfanyl)-1,2,3,4-tetrahydro-6-quinolinyl]propanoate 9b (MS (MH+): 645/647/649), methyl 2-[(2,6-dichlorobenzoyl)amino]-3-[2-(2,6-dimethoxyphenyl)-4-(phenylsulfanyl)-1,2,3,4-tetrahydro-6-quinolinyl]propanoate 9c (MS (MH+): 651/653/655), methyl 2-[(2,6-dichlorobenzoyl)amino]-3-[4-(phenylsulfanyl)-2-(1,3-thiazol-2... The reactants are CCOC(=O)c1csc(SCCC2C(C=O)CCC2OC(C)=O)n1, [Li]CCCC, [I-], C1CCOC1, O, CCCCCC(C)(O)CC[P+](c1ccccc1)(c1ccccc1)c1ccccc1. Yields the product CCCCCC(C)(O)CC=CC1CCC(OC(C)=O)C1CCSc1nc(C(=O)OCC)cs1. Reaction SMILES: [C:36]([CH3:37])(=[O:38])[O:39][CH:40]1[CH:41]([CH2:47][CH2:48][S:49][c:50]2[s:51][cH:52][c:53]([C:55](=[O:56])[O:57][CH2:58][CH3:59])[n:54]2)[CH:42]([CH:45]=[O:46])[CH2:43][CH2:44]1.[CH2:31]([Li:32])[CH2:33][CH2:34][CH3:35].[I-:1].[O:61]1[CH2:62][CH2:63][CH2:64][CH2:65]1.[OH2:60].[OH:2][C:3]([CH2:4][CH2:5][P+:6]([c:7]1[cH:8][cH:9][cH:10][cH:11][cH:12]1)([c:13]1[cH:14][cH:15][cH:16][cH:17][cH:18]1)[c:19]1[cH:20][cH:21][cH:22][cH:23][cH:24]1)([CH2:25][CH2:26][CH2:27][CH2:28][CH3:29])[CH3:30]>>[OH:2][C:3]([CH2:4][CH:5]=[CH:45][CH:42]1[CH:41]([CH2:47][CH2:48][S:49][c:50]2[s:51][cH:52][c:53]([C:55](=[O:56])[O:57][CH2:58][CH3:59])[n:54]2)[CH:40]([O:39][C:36]([CH3:37])=[O:38])[CH2:44][CH2:43]1)([CH2:25][CH2:26][CH2:27][CH2:28][CH3:29])[CH3:30]. Reactants: O=C([O-])[O-], Cc1ccccc1, Clc1nc2ccccc2[nH]1, [K+], [K+], NCC1CCNCC1. Product: NCC1CCN(c2nc3ccccc3[nH]2)CC1. As a reaction SMILES: [C:9](=[O:10])([O-:11])[O-:12].[CH3:25][c:26]1[cH:27][cH:28][cH:29][cH:30][cH:31]1.[Cl:15][c:16]1[nH:17][c:18]2[c:19]([n:20]1)[cH:21][cH:22][cH:23][cH:24]2.[K+:13].[K+:14].[NH2:1][CH2:2][CH:3]1[CH2:4][CH2:5][NH:6][CH2:7][CH2:8]1>>[NH2:1][CH2:2][CH:3]1[CH2:4][CH2:5][N:6]([c:16]2[n:17][c:18]3[c:19]([nH:20]2)[cH:21][cH:22][cH:23][cH:24]3)[CH2:7][CH2:8]1. The reactants are FC1=C(C=C(C=C1)C(F)(F)F)NC(=O)NC1=CC=C(OC=2C=CC(=C(N)C2)[N+](=O)[O-])C=C1 (5-(4-((2-Fluoro-5-(trifluoromethyl)phenyl)aminocarbonylamino)phenoxy)-2-nitroaniline), FC1=C(C=C(C=C1)C(F)(F)F)NC(=O)NC1=CC=C(OC=2C=CC(=C(N)C2)[N+](=O)[O-])C=C1 (5-(4-((2-Fluoro-5-(trifluoromethyl)phenyl)aminocarbonylamino)phenoxy)-2-nitroaniline). The reagents and catalysts are [Pd] (Pd/C). The solvent is C(C)O (ethanol). Reaction conditions: time 3 day. Product: C1=CC(=CC=C1N)OC2=CC(=C(C=C2)N)N (3,4,4′-triaminodiphenylether). RXN SMILES: FC1C=CC(C(F)(F)F)=CC=1NC([NH:15][C:16]1[CH:32]=[CH:31][C:19]([O:20][C:21]2[CH:22]=[CH:23][C:24]([N+:28]([O-])=O)=[C:25]([CH:27]=2)[NH2:26])=[CH:18][CH:17]=1)=O>C(O)C.[Pd]>[CH:32]1[C:16]([NH2:15])=[CH:17][CH:18]=[C:19]([O:20][C:21]2[CH:22]=[CH:23][C:24]([NH2:28])=[C:25]([NH2:26])[CH:27]=2)[CH:31]=1. Reported procedure: Pd/C (5%, 3.0 g) was introduced to a solution of 5-(4-((2-Fluoro-5-(trifluoromethyl)phenyl)aminocarbonylamino)phenoxy)-2-nitroaniline (Intermediate 5) (21.6 g, 48 mmol) in ethanol (200 ml) under Ar. The starting material was hydrogenated under a H2 atmosphere for 3 days while being stirred. The reaction mixture was then filtered through celite and evaporated to give intermediate 6 as a black film. This crude material was chromatographed through silica gel (hexane-AcOEt, 4:1–3:1–2:1–1:1–0:1) to g... The reactants are C1(=CC=C(C=2C(=CC=C(C12)C(=O)O)C(=O)O)C(=O)O)C(=O)O (naphthalene-1,4,5,8-tetracarboxylic acid), [Na][Na] (disodium), C1(=CC=C(C=2C(=CC=C(C12)C(=O)O)C(=O)O)C(=O)O)C(=O)O (NTC). Solvent: O (water), C1C=CN(C=C1C(=O)N)C2C(C(C(O2)COP(=O)([O-])OP(=O)([O-])OCC3C(C(C(O3)N4C=NC5=C4N=CN=C5N)OP(=O)([O-])[O-])O)O)O.[Na+].[Na+].[Na+].[Na+] (tetrasodium), C1C=CN(C=C1C(=O)N)C2C(C(C(O2)COP(=O)([O-])OP(=O)([O-])OCC3C(C(C(O3)N4C=NC5=C4N=CN=C5N)OP(=O)([O-])[O-])O)O)O.[Na+].[Na+].[Na+].[Na+] (tetrasodium). Product: C12=CC=C(C=3C(=CC=C(C13)C(=O)OC2=O)C(=O)O)C(=O)O (naphthalene-1,4,5,8-tetracarboxylic acid 1,8-monoanhydride). The yield is 97.0%. RXN SMILES: [C:1]1([C:20]([OH:22])=[O:21])[C:10]2[C:9]([C:11]([OH:13])=[O:12])=[CH:8][CH:7]=[C:6]([C:14]([OH:16])=[O:15])[C:5]=2[C:4]([C:17]([OH:19])=O)=[CH:3][CH:2]=1.[Na][Na]>O.C1C(C(N)=O)=CN(C2OC(COP(OP(OCC3OC(N4C5N=CN=C(N)C=5N=C4)C(OP([O-])([O-])=O)C3O)([O-])=O)([O-])=O)C(O)C2O)C=C1.[Na+].[Na+].[Na+].[Na+]>[C:6]12[C:14](=[O:16])[O:15][C:17](=[O:19])[C:4]3[C:5]1=[C:10]([C:1]([C:20]([OH:22])=[O:21])=[CH:2][CH:3]=3)[C:9]([C:11]([OH:13])=[O:12])=[CH:8][CH:7]=2 |f:3.4.5.6.7|. Procedure details: After cooling to a temperature of 20° to 30° C., the suspension, which was present after the letting down, of the tetrasodium salt of naphthalene-1,4,5,8-tetracarboxylic acid (NTC) was worked up by a process analogous to that described in Example 3 c) , by a procedure in which the disodium salt of NTC was first formed by acidification to pH 4.8 to 4.5 and was isolated, this salt was then dissolved in water by conversion into the tetrasodium salt, insoluble impurities were separated off by filtra... The reactants are CC1(N(C[C@@H]2[C@H]1CN(C2)CC2=CC=CC=C2)C)C ((rac)-cis-1,1,2-trimethyl-5-(phenylmethyl)octahydropyrrolo[3,4-c]pyrrole), Cl (HCl). Reagents/catalysts: [Pd] (Pd/C). The solvent is CO (MeOH). Run at time 8 hour. Product: CC1(N(C[C@@H]2[C@H]1CNC2)C)C ((rac)-cis-1,1,2-trimethyloctahydropyrrolo[3,4-c]pyrrole), hydrochloride salt. As a reaction SMILES: [CH3:1][C:2]1([CH3:18])[C@@H:6]2[CH2:7][N:8](CC3C=CC=CC=3)[CH2:9][C@@H:5]2[CH2:4][N:3]1[CH3:17].Cl>CO.[Pd]>[CH3:1][C:2]1([CH3:18])[C@@H:6]2[CH2:7][NH:8][CH2:9][C@@H:5]2[CH2:4][N:3]1[CH3:17]. Procedure details: To a degassed solution of (rac)-cis-1,1,2-trimethyl-5-(phenylmethyl)octahydropyrrolo[3,4-c]pyrrole (1.44 g, 6 mmol) in MeOH (30 mL) was added 1 M HCl (12.3 mL, 12 mmol) followed by 10% Pd/C (220 mg). The resulting mixture was stirred overnight under a hydrogen balloon. Filtration of the catalyst and evaporation of the solvents in vacuo yielded (rac)-cis-1,1,2-trimethyloctahydropyrrolo[3,4-c]pyrrole in quantitative yield as a hydrochloride salt. LCMS: (M+H)+: 155.1.